This data is from the Open Reaction Database (ORD), a public repository of structured organic reaction records. The task is: describe an organic reaction: reactants, conditions, products, and yield Starting materials: c1ccc(CN2CCC(c3cccc(OCCCOC4CCCCO4)c3)C(OCc3ccc4ccccc4c3)C2)cc1, O=C([O-])Cl, O=C(OCC(Cl)(Cl)Cl)N1CCC(c2cccc(OCCCOC3CCCCO3)c2)C(OCc2ccc3ccccc3c2)C1. Yields the product O=C(OCC(Cl)(Cl)Cl)N1CCC(c2cccc(OCCCO)c2)C(OCc2ccc3ccccc3c2)C1. Reaction SMILES: [CH2:1]([N:2]1[CH2:3][CH2:4][CH:5]([c:6]2[cH:7][cH:8][cH:9][c:10]([O:11][CH2:12][CH2:13][CH2:14][O:15][CH:16]3[CH2:17][CH2:18][CH2:19][CH2:20][O:21]3)[cH:22]2)[CH:23]([O:24][CH2:25][c:26]2[cH:27][cH:28][c:29]3[c:30]([cH:31][cH:32][cH:33][cH:34]3)[cH:35]2)[CH2:36]1)[c:37]1[cH:38][cH:39][cH:40][cH:41][cH:42]1.[Cl:43][C:44]([O-:45])=[O:46].[cH:47]1[c:48]([CH2:57][O:58][CH:59]2[CH2:60][N:61]([C:82](=[O:83])[O:84][CH2:85][C:86]([Cl:87])([Cl:88])[Cl:89])[CH2:62][CH2:63][CH:64]2[c:65]2[cH:66][c:67]([O:71][CH2:72][CH2:73][CH2:74][O:75][CH:76]3[CH2:77][CH2:78][CH2:79][CH2:80][O:81]3)[cH:68][cH:69][cH:70]2)[cH:49][cH:50][c:51]2[cH:52][cH:53][cH:54][cH:55][c:56]12>>[cH:47]1[c:48]([CH2:57][O:58][CH:59]2[CH2:60][N:61]([C:82](=[O:83])[O:84][CH2:85][C:86]([Cl:87])([Cl:88])[Cl:89])[CH2:62][CH2:63][CH:64]2[c:65]2[cH:66][c:67]([O:71][CH2:72][CH2:73][CH2:74][OH:75])[cH:68][cH:69][cH:70]2)[cH:49][cH:50][c:51]2[cH:52][cH:53][cH:54][cH:55][c:56]12. Starting materials: CN(C)P(=O)(N(C)C)N(C)C, CCOC(=O)c1ccc(N)cc1, BrCCc1cccc2ccccc12. Product: CCOC(=O)c1ccc(NCCc2cccc3ccccc23)cc1. RXN SMILES: [CH3:26][N:27]([P:28]([N:29]([CH3:30])[CH3:31])([N:32]([CH3:33])[CH3:34])=[O:35])[CH3:36].[NH2:14][c:15]1[cH:16][cH:17][c:18]([C:19](=[O:20])[O:21][CH2:22][CH3:23])[cH:24][cH:25]1.[c:1]1([CH2:11][CH2:12][Br:13])[cH:2][cH:3][cH:4][c:5]2[cH:6][cH:7][cH:8][cH:9][c:10]12>>[c:1]1([CH2:11][CH2:12][NH:14][c:15]2[cH:16][cH:17][c:18]([C:19](=[O:20])[O:21][CH2:22][CH3:23])[cH:24][cH:25]2)[cH:2][cH:3][cH:4][c:5]2[cH:6][cH:7][cH:8][cH:9][c:10]12. Reactants: C(C1=CC=CC=C1)OC(=O)N1CC2=C(N=NC(=C2)Cl)CC1 (3-chloro-5,6,7,8-tetrahydro-6-pyrido[4,3-c]pyridazinecarboxylic acid benzyl ester), O.NN (hydrazine hydrate). The product is C(C1=CC=CC=C1)OC(=O)N1CC2=C(N=NC(=C2)NN)CC1 (3-Hydrazino-5,6,7,8-tetrahydro-6-pyrido [4,3-c]pyridazinecarboxylic acid benzyl ester). Reaction SMILES: [CH2:1]([O:8][C:9]([N:11]1[CH2:21][CH2:20][C:14]2[N:15]=[N:16][C:17](Cl)=[CH:18][C:13]=2[CH2:12]1)=[O:10])[C:2]1[CH:7]=[CH:6][CH:5]=[CH:4][CH:3]=1.O.[NH2:23][NH2:24]>>[CH2:1]([O:8][C:9]([N:11]1[CH2:21][CH2:20][C:14]2[N:15]=[N:16][C:17]([NH:23][NH2:24])=[CH:18][C:13]=2[CH2:12]1)=[O:10])[C:2]1[CH:7]=[CH:6][CH:5]=[CH:4][CH:3]=1 |f:1.2|. Reported procedure: 19.2 g of crude oily 3-chloro-5,6,7,8-tetrahydro-6-pyrido[4,3-c]pyridazinecarboxylic acid benzyl ester and 100 cc of hydrazine hydrate are stirred at a bath temperature of 70° for 71/2 hours, and the mixture is worked up to the crude title compound in a manner analogous to that described in Example 37, and this compound is recrystallized from acetonitrile. M.P. 135°-137° (decomp.).